Dataset: the Open Reaction Database (ORD), a public repository of structured organic reaction records. Task: describe an organic reaction: reactants, conditions, products, and yield Reactants: ClC(Cl)Cl, COC(=O)c1ccc(CO)c2ccccc12. Yields the product COC(=O)c1ccc(C=O)c2ccccc12. Reaction SMILES: [CH:17]([Cl:18])([Cl:19])[Cl:20].[OH:1][CH2:2][c:3]1[cH:4][cH:5][c:6]([C:13](=[O:14])[O:15][CH3:16])[c:7]2[cH:8][cH:9][cH:10][cH:11][c:12]12>>[O:1]=[CH:2][c:3]1[cH:4][cH:5][c:6]([C:13](=[O:14])[O:15][CH3:16])[c:7]2[cH:8][cH:9][cH:10][cH:11][c:12]12. The reactants are ClC1=C2C=CC=NC2=C(C=C1C)N (5-chloro-6-methylquinolin-8-amine), ClC1=C2C=CC=NC2=C(C=C1C)N (5-chloro-6-methylquinolin-8-amine), C1(=CC=CC=C1)S(=O)(=O)Cl (benzenesulfonyl chloride). Reagents/catalysts: CN(C)C=1C=CN=CC1 (DMAP). Yields the product ClC1=C2C=CC=NC2=C(C=C1C)NS(=O)(=O)C1=CC=CC=C1 (N-(5-Chloro-6-methyl-quinolin-8-yl)-benzenesulfonamide). Yield: 39.8%. As a reaction SMILES: [Cl:1][C:2]1[C:11]([CH3:12])=[CH:10][C:9]([NH2:13])=[C:8]2[C:3]=1[CH:4]=[CH:5][CH:6]=[N:7]2.[C:14]1([S:20](Cl)(=[O:22])=[O:21])[CH:19]=[CH:18][CH:17]=[CH:16][CH:15]=1>CN(C1C=CN=CC=1)C>[Cl:1][C:2]1[C:11]([CH3:12])=[CH:10][C:9]([NH:13][S:20]([C:14]2[CH:19]=[CH:18][CH:17]=[CH:16][CH:15]=2)(=[O:22])=[O:21])=[C:8]2[C:3]=1[CH:4]=[CH:5][CH:6]=[N:7]2. Procedure: In a similar fashion using route 14 general procedure 27, 5-chloro-6-methylquinolin-8-amine (Intermediate 51) (160 mg, 0.83 mmol), benzenesulfonyl chloride (175 mg, 0.99 mmol) and DMAP (cat.) gave the title compound (110 mg, 40%) after purification by column chromatography with n-hexane/EtOAc (1:1), followed by DCM/MeOH (99:1) as the eluent. Starting materials: O=C1NC(=CC(=C1C#N)C(F)(F)F)C1=CC=C(C=C1)C(F)(F)F (2-oxo-4-trifluoromethyl-6-(4-trifluoromethyl-phenyl)-1,2-dihydro-pyridine-3-carbonitrile), Br (HBr). Run in C(CC)(=O)O (propionic acid). The product is FC(C1=CC(NC(=C1)C1=CC=C(C=C1)C(F)(F)F)=O)(F)F (4-Trifluoromethyl-6-(4-trifluoromethyl-phenyl)-1H-pyridin-2-one). Isolated yield 136.9%. As a reaction SMILES: [O:1]=[C:2]1[C:7](C#N)=[C:6]([C:10]([F:13])([F:12])[F:11])[CH:5]=[C:4]([C:14]2[CH:19]=[CH:18][C:17]([C:20]([F:23])([F:22])[F:21])=[CH:16][CH:15]=2)[NH:3]1.Br>C(O)(=O)CC>[F:13][C:10]([F:11])([F:12])[C:6]1[CH:5]=[C:4]([C:14]2[CH:15]=[CH:16][C:17]([C:20]([F:23])([F:22])[F:21])=[CH:18][CH:19]=2)[NH:3][C:2](=[O:1])[CH:7]=1. Procedure: The compound was prepared from 2-oxo-4-trifluoromethyl-6-(4-trifluoromethyl-phenyl)-1,2-dihydro-pyridine-3-carbonitrile (42 g, 126 mmol) and 48% aqueous HBr in propionic acid according to general procedure Ia, step 2 protocol b. Obtained as a white solid (52.98 g, 88%). MS (ISP) 308.3 [(M+H)+]; mp 203-204° C. Starting materials: FC(C(=O)NC1=CC=C(C=C1)NC(=S)NCC1=CC=NC=C1)(F)F (1-(p-trifluoroacetamidophenyl)-3-(4-pyridylmethyl)-2-thiourea), CC(=O)C (Acetone), C(C)I (ethyl iodide), CC(=O)C (acetone). Run in O (water), O (water). Run at time 8 hour. The product is C(C)NC1=CC=C(C=C1)NC(=S)NCC1=CC=NC=C1 (1-(p-ethylaminophenyl)-3-(4-pyridylmethyl)-2-thiourea). RXN SMILES: F[C:2](F)(F)[C:3]([NH:5][C:6]1[CH:11]=[CH:10][C:9]([NH:12][C:13]([NH:15][CH2:16][C:17]2[CH:22]=[CH:21][N:20]=[CH:19][CH:18]=2)=[S:14])=[CH:8][CH:7]=1)=O.C(I)C.CC(C)=O>O>[CH2:3]([NH:5][C:6]1[CH:7]=[CH:8][C:9]([NH:12][C:13]([NH:15][CH2:16][C:17]2[CH:18]=[CH:19][N:20]=[CH:21][CH:22]=2)=[S:14])=[CH:10][CH:11]=1)[CH3:2]. Reported procedure: To 3.54 gms. (0.01 mole) of 1-(p-trifluoroacetamidophenyl)-3-(4-pyridylmethyl)-2-thiourea [prepared by reacting 1-(p-aminophenyl)-3-(4-pyridylmethyl)-2-thiourea (Example 19, supra.) with trifluoroacetic anhydride (method of Hickinbottom, Reactions of Organic Compounds, Longmans, London, 1963)] there is added 6.24 gms. (0.04 mole) of ethyl iodide in 50 ml. of dry acetone. Acetone is stripped and the residue added to 50 ml. of water. The aqueous mixture is warmed to reflux for about 30 minutes and... Starting materials: [Li+].[OH-] (LiOH), O(C1=CC=CC=C1)C1=CC=C(C=C1)CCC(=O)C=1OC(=CN1)C1=CC=C(C=N1)C(=O)OC (Methyl 6-(2-(3-(4-phenoxyphenyl)propanoyl)oxazol-5-yl)pyridine-3-carboxylate), Cl (HCl). Run in CCOC(=O)C (EtOAc), C1CCOC1.O (THF H2O). The product is O(C1=CC=CC=C1)C1=CC=C(C=C1)CCC(=O)C=1OC(=CN1)C1=CC=C(C=N1)C(=O)O (6-(2-(3-(4-phenoxyphenyl)propanoyl)oxazol-5-yl)pyridine-3-carboxylic acid). Yield: 57.5%. Reaction SMILES: [O:1]([C:8]1[CH:13]=[CH:12][C:11]([CH2:14][CH2:15][C:16]([C:18]2[O:19][C:20]([C:23]3[N:28]=[CH:27][C:26]([C:29]([O:31]C)=[O:30])=[CH:25][CH:24]=3)=[CH:21][N:22]=2)=[O:17])=[CH:10][CH:9]=1)[C:2]1[CH:7]=[CH:6][CH:5]=[CH:4][CH:3]=1.[Li+].[OH-].Cl>C1COCC1.O.CCOC(C)=O>[O:1]([C:8]1[CH:9]=[CH:10][C:11]([CH2:14][CH2:15][C:16]([C:18]2[O:19][C:20]([C:23]3[N:28]=[CH:27][C:26]([C:29]([OH:31])=[O:30])=[CH:25][CH:24]=3)=[CH:21][N:22]=2)=[O:17])=[CH:12][CH:13]=1)[C:2]1[CH:7]=[CH:6][CH:5]=[CH:4][CH:3]=1 |f:1.2,4.5|. Procedure: Methyl 6-(2-(3-(4-phenoxyphenyl)propanoyl)oxazol-5-yl)pyridine-3-carboxylate (57 mg, 0.13 mmol) was dissolved in THF/H2O (3:2, 7.5 mL) and LiOH (10 mg, 0.40 mmol) was added. The reaction solution was stirred at room temperature under an atmosphere of Ar for 2 h before the addition of 1 N HCl to adjust the solution to an acidic pH to quench the reaction. The reaction solution was diluted with EtOAc and the organic and aqueous layers were separated. The aqueous layer was extracted with EtOAc (3×).... Starting materials: CI, [H-], [Na+], CN(C)C=O, O=C(O)CC1NC(=O)c2ccccc21. The product is COC(=O)CC1NC(=O)c2ccccc21. RXN SMILES: [CH3:17][I:18].[H-:16].[Na+:15].[O:19]=[CH:20][N:21]([CH3:22])[CH3:23].[O:1]=[C:2]1[NH:3][CH:4]([CH2:11][C:12](=[O:13])[OH:14])[c:5]2[cH:6][cH:7][cH:8][cH:9][c:10]21>>[O:1]=[C:2]1[NH:3][CH:4]([CH2:11][C:12]([O:13][CH3:17])=[O:14])[c:5]2[cH:6][cH:7][cH:8][cH:9][c:10]21. Starting materials: CCOC(C)=O, CC(Cl)Cl, FC(F)(F)c1nc2c(N3CCNCC3)cccc2[nH]1, O=CCCCOc1ccc2ccc(=O)[nH]c2n1. Yields the product O=c1ccc2ccc(OCCCCN3CCN(c4cccc5nc(C(F)(F)F)[nH]c45)CC3)nc2[nH]1. RXN SMILES: [CH3:41][CH2:42][O:43][C:44]([CH3:45])=[O:46].[Cl:37][CH:38]([Cl:39])[CH3:40].[N:18]1([c:24]2[cH:25][cH:26][cH:27][c:28]3[nH:29][c:30]([C:33]([F:34])([F:35])[F:36])[n:31][c:32]23)[CH2:19][CH2:20][NH:21][CH2:22][CH2:23]1.[O:1]=[c:2]1[cH:3][cH:4][c:5]2[cH:6][cH:7][c:8]([O:12][CH2:13][CH2:14][CH2:15][CH:16]=[O:17])[n:9][c:10]2[nH:11]1>>[O:1]=[c:2]1[cH:3][cH:4][c:5]2[cH:6][cH:7][c:8]([O:12][CH2:13][CH2:14][CH2:15][CH2:16][N:21]3[CH2:20][CH2:19][N:18]([c:24]4[cH:25][cH:26][cH:27][c:28]5[n:29][c:30]([C:33]([F:34])([F:35])[F:36])[nH:31][c:32]45)[CH2:23][CH2:22]3)[n:9][c:10]2[nH:11]1.